This data is from the Open Reaction Database (ORD), a public repository of structured organic reaction records. The task is: describe an organic reaction: reactants, conditions, products, and yield The reactants are COc1cc(CCC(=O)CC(=O)c2ccccc2)ccc1OCC(N)C(=O)OC(C)(C)C, CCOCC, Cl, C1COCCO1. Yields the product COc1cc(CCC(=O)CC(=O)c2ccccc2)ccc1OCCN, Cl. Reaction SMILES: [C:1]([O:2][C:3]([CH3:4])([CH3:5])[CH3:6])(=[O:7])[CH:8]([CH2:9][O:10][c:11]1[c:12]([O:30][CH3:31])[cH:13][c:14]([CH2:17][CH2:18][C:19]([CH2:20][C:21](=[O:22])[c:23]2[cH:24][cH:25][cH:26][cH:27][cH:28]2)=[O:29])[cH:15][cH:16]1)[NH2:32].[CH3:34][CH2:35][O:36][CH2:37][CH3:38].[ClH:33].[O:39]1[CH2:40][CH2:41][O:42][CH2:43][CH2:44]1>>[CH2:8]([CH2:9][O:10][c:11]1[c:12]([O:30][CH3:31])[cH:13][c:14]([CH2:17][CH2:18][C:19]([CH2:20][C:21](=[O:22])[c:23]2[cH:24][cH:25][cH:26][cH:27][cH:28]2)=[O:29])[cH:15][cH:16]1)[NH2:32].[ClH:33].